This data is from the Open Reaction Database (ORD), a public repository of structured organic reaction records. The task is: describe an organic reaction: reactants, conditions, products, and yield Starting materials: CC(C)(C)OC(=O)NC(CC(=O)O)Cc1cc(F)c(F)cc1F, ClCCCl, CC1CNC(=O)C(C)NC1, CC#N, On1nnc2ccccc21. The product is CC1CNC(=O)C(C)N(C(=O)CC(Cc2cc(F)c(F)cc2F)NC(=O)OC(C)(C)C)C1. Reaction SMILES: [C:1]([CH3:2])([CH3:3])([CH3:4])[O:5][C:6](=[O:7])[NH:8][CH:9]([CH2:10][C:11](=[O:12])[OH:13])[CH2:14][c:15]1[c:16]([F:23])[cH:17][c:18]([F:22])[c:19]([F:21])[cH:20]1.[CH2:34]([Cl:35])[CH2:36][Cl:37].[CH3:38][CH:39]1[C:40](=[O:47])[NH:41][CH2:42][CH:43]([CH3:46])[CH2:44][NH:45]1.[CH3:48][C:49]#[N:50].[OH:24][n:25]1[c:26]2[c:27]([cH:28][cH:29][cH:30][cH:31]2)[n:32][n:33]1>>[C:1]([CH3:2])([CH3:3])([CH3:4])[O:5][C:6](=[O:7])[NH:8][CH:9]([CH2:10][C:11](=[O:13])[N:45]1[CH:39]([CH3:38])[C:40](=[O:47])[NH:41][CH2:42][CH:43]([CH3:46])[CH2:44]1)[CH2:14][c:15]1[c:16]([F:23])[cH:17][c:18]([F:22])[c:19]([F:21])[cH:20]1. Reactants: Cc1ccc(C)c(B(O)O)c1, [Na+], [Na+], O=C([O-])[O-], C1COCCO1, O, CC(C)N1C(=O)N(S(=O)(=O)c2ccccc2)CC1c1cccc(Br)c1. The product is Cc1ccc(C)c(-c2cccc(C3CN(S(=O)(=O)c4ccccc4)C(=O)N3C(C)C)c2)c1. RXN SMILES: [CH3:26][c:27]1[c:28]([B:34]([OH:35])[OH:36])[cH:29][c:30]([CH3:33])[cH:31][cH:32]1.[Na+:37].[Na+:38].[O-:39][C:40](=[O:41])[O-:42].[O:44]1[CH2:45][CH2:46][O:47][CH2:48][CH2:49]1.[OH2:43].[c:1]1([S:7](=[O:8])(=[O:9])[N:10]2[C:11](=[O:25])[N:12]([CH:22]([CH3:23])[CH3:24])[CH:13]([c:15]3[cH:16][c:17]([Br:21])[cH:18][cH:19][cH:20]3)[CH2:14]2)[cH:2][cH:3][cH:4][cH:5][cH:6]1>>[c:1]1([S:7](=[O:8])(=[O:9])[N:10]2[C:11](=[O:25])[N:12]([CH:22]([CH3:23])[CH3:24])[CH:13]([c:15]3[cH:16][c:17](-[c:28]4[c:27]([CH3:26])[cH:32][cH:31][c:30]([CH3:33])[cH:29]4)[cH:18][cH:19][cH:20]3)[CH2:14]2)[cH:2][cH:3][cH:4][cH:5][cH:6]1. As a reaction SMILES: [Br:1][C:2]1[CH:3]=[CH:4][C:5]([F:22])=[C:6]([C@@:8]([NH:15][S@](C(C)(C)C)=O)([CH2:12][CH2:13][OH:14])[CH:9]([F:11])[F:10])[CH:7]=1.Cl.C([O-])([O-])=O.[Na+].[Na+]>C1COCC1>[NH2:15][C@@:8]([C:6]1[CH:7]=[C:2]([Br:1])[CH:3]=[CH:4][C:5]=1[F:22])([CH:9]([F:10])[F:11])[CH2:12][CH2:13][OH:14] |f:2.3.4|. Reported procedure: To a solution of (S)—N—((S)-2-(5-bromo-2-fluorophenyl)-1,1-difluoro-4-hydroxybutan-2-yl)-2-methylpropane-2-sulfinamide (intermediate E4.1) (810 mg, 2.01 mmol) in THF (40 ml) was added conc. HCl (595 mg, 496 μl, 6.04 mmol) at 23° C. The mixture was stirred for 4 hours at 23° C. Poured into 1 M Na2CO3-solution, extracted with ethyl acetate and dried over Na2SO4. Removal of solvent in vacuum left (S)-3-amino-3-(5-bromo-2-fluorophenyl)-4,4-difluorobutan-1-ol (570 mg, 1.91 mmol, 95.0% yield) as a lig... Reaction conditions: temperature 23 celsius, time 4 hour. Yields the product N[C@](CCO)(C(F)F)C1=C(C=CC(=C1)Br)F ((S)-3-amino-3-(5-bromo-2-fluorophenyl)-4,4-difluorobutan-1-ol). Run in C1CCOC1 (THF). Starting materials: BrC=1C=CC(=C(C1)[C@](C(F)F)(CCO)N[S@@](=O)C(C)(C)C)F ((S)—N—((S)-2-(5-bromo-2-fluorophenyl)-1,1-difluoro-4-hydroxybutan-2-yl)-2-methylpropane-2-sulfinamide), Cl (HCl), C(=O)([O-])[O-].[Na+].[Na+] (Na2CO3). Isolated yield 95.0%. Reaction SMILES: [Al:49].[C:23]([O:24][O:25][C:26](=[O:27])[c:28]1[cH:29][cH:30][cH:31][cH:32][cH:33]1)(=[O:34])[c:35]1[cH:36][cH:37][cH:38][cH:39][cH:40]1.[CH2:1]([c:2]1[cH:3][cH:4][cH:5][cH:6][cH:7]1)[n:8]1[n:9]2[c:10]([c:11](=[O:19])[c:12]3[cH:13][cH:14][c:15]([Cl:18])[cH:16][c:17]13)[cH:20][cH:21][cH:22]2.[CH2:50]1[O:51][CH2:52][CH2:53][CH2:54]1.[Cl:41][N:42]1[C:43](=[O:44])[CH2:45][CH2:46][C:47]1=[O:48]>>[CH2:1]([c:2]1[cH:3][cH:4][cH:5][cH:6][cH:7]1)[n:8]1[n:9]2[c:10]([c:11](=[O:19])[c:12]3[cH:13][cH:14][c:15]([Cl:18])[cH:16][c:17]13)[cH:20][cH:21][c:22]2[Cl:41]. Reactants: [Al], O=C(OOC(=O)c1ccccc1)c1ccccc1, O=c1c2ccc(Cl)cc2n(Cc2ccccc2)n2cccc12, C1CCOC1, O=C1CCC(=O)N1Cl. Yields the product O=c1c2ccc(Cl)cc2n(Cc2ccccc2)n2c(Cl)ccc12. The reactants are O=C([O-])[O-], CN(C)C=O, O=C(Nc1cn2nc(I)ccc2n1)C1CC1, [K+], [K+], COc1ccc(N)cc1O. Product: COc1ccc(N)cc1Oc1ccc2nc(NC(=O)C3CC3)cn2n1. As a reaction SMILES: [C:27](=[O:28])([O-:29])[O-:30].[CH3:33][N:34]([CH3:35])[CH:36]=[O:37].[I:1][c:2]1[cH:3][cH:4][c:5]2[n:6]([n:7]1)[cH:8][c:9]([NH:11][C:12](=[O:13])[CH:14]1[CH2:15][CH2:16]1)[n:10]2.[K+:31].[K+:32].[NH2:17][c:18]1[cH:19][cH:20][c:21]([O:25][CH3:26])[c:22]([OH:24])[cH:23]1>>[c:2]1([O:24][c:22]2[c:21]([O:25][CH3:26])[cH:20][cH:19][c:18]([NH2:17])[cH:23]2)[cH:3][cH:4][c:5]2[n:6]([n:7]1)[cH:8][c:9]([NH:11][C:12](=[O:13])[CH:14]1[CH2:15][CH2:16]1)[n:10]2. Starting materials: O=C1CCC(=O)N1Br, Cc1ccc(-c2ccccc2S(=O)(=O)NC(C)(C)C)cc1, ClC(Cl)(Cl)Cl, CC(C)(C#N)N=NC(C)(C)C#N. The product is CC(C)(C)NS(=O)(=O)c1ccccc1-c1ccc(CBr)cc1. RXN SMILES: [Br:1][N:2]1[C:3](=[O:4])[CH2:5][CH2:6][C:7]1=[O:8].[C:21]([CH3:22])([CH3:23])([CH3:24])[NH:25][S:26](=[O:27])(=[O:28])[c:29]1[c:30](-[c:35]2[cH:36][cH:37][c:38]([CH3:41])[cH:39][cH:40]2)[cH:31][cH:32][cH:33][cH:34]1.[C:42]([Cl:43])([Cl:44])([Cl:45])[Cl:46].[N:9]([C:10]([CH3:11])([CH3:12])[C:13]#[N:14])=[N:15][C:16]([CH3:17])([CH3:18])[C:19]#[N:20]>>[Br:1][CH2:41][c:38]1[cH:37][cH:36][c:35](-[c:30]2[c:29]([S:26]([NH:25][C:21]([CH3:22])([CH3:23])[CH3:24])(=[O:27])=[O:28])[cH:34][cH:33][cH:32][cH:31]2)[cH:40][cH:39]1. Run at time 1 hour. As a reaction SMILES: [OH:1][CH:2]([CH2:12][O:13][CH2:14][CH2:15][CH2:16][Si:17]([O:22][CH3:23])([O:20][CH3:21])[O:18][CH3:19])[CH2:3][N:4]=[C:5]([N:9]([CH3:11])[CH3:10])[N:6]([CH3:8])[CH3:7].[N:24]([CH2:27][CH2:28][CH2:29][Si:30]([O:37][CH2:38][CH3:39])([O:34][CH2:35][CH3:36])[O:31][CH2:32][CH3:33])=[C:25]=[O:26]>C1(C)C=CC=CC=1>[CH2:35]([O:34][Si:30]([O:37][CH2:38][CH3:39])([O:31][CH2:32][CH3:33])[CH2:29][CH2:28][CH2:27][NH:24][C:25](=[O:26])[O:1][CH:2]([CH2:12][O:13][CH2:14][CH2:15][CH2:16][Si:17]([O:22][CH3:23])([O:18][CH3:19])[O:20][CH3:21])[CH2:3][N:4]=[C:5]([N:9]([CH3:10])[CH3:11])[N:6]([CH3:7])[CH3:8])[CH3:36]. The reactants are OC(CN=C(N(C)C)N(C)C)COCCC[Si](OC)(OC)OC (N"-[2-hydroxy-3-[3-(trimethoxysilyl)propoxy]propyl]-N,N,N',N'-tetramethylguanidine), N(=C=O)CCC[Si](OCC)(OCC)OCC (3-isocyanatopropyltriethoxysilane), [3-(triethoxysilyl)propyl]carbamic acid, [2-[[bis(dimethylamino)methylene]amino]-1-[[3-(trimethoxysilyl)propoxy]methyl]ethyl]ester. Solvent: C1(=CC=CC=C1)C (toluene). Reported procedure: A ten gram sample of N"-[2-hydroxy-3-[3-(trimethoxysilyl)propoxy]propyl]-N,N,N',N'-tetramethylguanidine, prepared in Example 2, was dissolved in 5 g of toluene. To this solution was added, under a stream of argon gas, 7.1 g of 3-isocyanatopropyltriethoxysilane. The resulting mixture was stirred at ambient temperature for one hour. At the end of this time, analysis of the reaction mixture by infrared spectroscopy indicated the absence of hydroxyl function. The reaction mixture, containing 71% by ... Product: C(C)O[Si](CCCNC(OC(CN=C(N(C)C)N(C)C)COCCC[Si](OC)(OC)OC)=O)(OCC)OCC ([3-(Triethoxysilyl)propyl]carbamic Acid, [2-[[bis (Dimethylamino)methylene]amino]-1-[[3-(trimethoxysilyl)propoxy]methyl]ethyl] Ester). The reactants are C(C)(C)(C)OC(=O)N1CCN(CC1)C(=O)C1=C(N(C2=CC=CC=C12)C1=CC=CC=C1)Cl (4-(2-Chloro-1-phenyl-1H-indole-3-carbonyl)-piperazine-1-carboxylic acid tert-butyl ester), FC=1C=CC(=C(CBr)C1)C (5-fluoro-2-methylbenzyl bromide). Product: C(C)(C)(C)OC(=O)N1CCN(CC1)C(=O)C1=C(N(C2=CC=CC=C12)C1=CC=CC=C1)CC1=C(C=CC(=C1)F)C (4-[2-(5-Fluoro-2-methyl-benzyl)-1-phenyl-1H-indole-3-carbonyl]-piperazine-1-carboxylic acid tert-butyl ester). Reaction SMILES: [C:1]([O:5][C:6]([N:8]1[CH2:13][CH2:12][N:11]([C:14]([C:16]2[C:24]3[C:19](=[CH:20][CH:21]=[CH:22][CH:23]=3)[N:18]([C:25]3[CH:30]=[CH:29][CH:28]=[CH:27][CH:26]=3)[C:17]=2Cl)=[O:15])[CH2:10][CH2:9]1)=[O:7])([CH3:4])([CH3:3])[CH3:2].[F:32][C:33]1[CH:34]=[CH:35][C:36]([CH3:41])=[C:37]([CH:40]=1)[CH2:38]Br>>[C:1]([O:5][C:6]([N:8]1[CH2:13][CH2:12][N:11]([C:14]([C:16]2[C:24]3[C:19](=[CH:20][CH:21]=[CH:22][CH:23]=3)[N:18]([C:25]3[CH:30]=[CH:29][CH:28]=[CH:27][CH:26]=3)[C:17]=2[CH2:38][C:37]2[CH:40]=[C:33]([F:32])[CH:34]=[CH:35][C:36]=2[CH3:41])=[O:15])[CH2:10][CH2:9]1)=[O:7])([CH3:4])([CH3:3])[CH3:2]. Procedure details: From the compound of example 16, step 1, (150 mg, 341 μmol) the title compound was prepared analogously as described in example 17, step 1, using 5-fluoro-2-methylbenzyl bromide. Yield: 9 mg.